Task: describe an organic reaction: reactants, conditions, products, and yield. Dataset: the Open Reaction Database (ORD), a public repository of structured organic reaction records Reactants: O=C([O-])[O-], [K+], [K+], O=[N+]([O-])c1ccc(CBr)cc1, CN(C)C=O, O, COC(=O)C(C)(C)S. Yields the product COC(=O)C(C)(C)SCc1ccc([N+](=O)[O-])cc1. Reaction SMILES: [C:20](=[O:21])([O-:22])[O-:23].[K+:24].[K+:25].[O-:1][N+:2](=[O:3])[c:4]1[cH:5][cH:6][c:7]([CH2:8][Br:9])[cH:10][cH:11]1.[O:27]=[CH:28][N:29]([CH3:30])[CH3:31].[OH2:26].[SH:12][C:13]([C:14](=[O:15])[O:16][CH3:17])([CH3:18])[CH3:19]>>[O-:1][N+:2](=[O:3])[c:4]1[cH:5][cH:6][c:7]([CH2:8][S:12][C:13]([C:14](=[O:15])[O:16][CH3:17])([CH3:18])[CH3:19])[cH:10][cH:11]1. Reactants: ClC1=NC(=CC2=C1N(C(=N2)N2[C@H]1[C@H](OCC2)CCC1)C[C@@H]1CC[C@H](CC1)C)Cl (4,6-dichloro-2-[(trans)-hexahydrocyclopenta[b][1,4]oxazin-4(4aH)-yl]-3-[(trans-4-methylcyclohexyl)methyl]-3H-imidazo[4,5-c]pyridine), C(C1=CC=CC=C1)OC1=NC=C(C=C1B(O)O)Cl ((2-(benzyloxy)-5-chloropyridin-3-yl)boronic acid), C(=O)([O-])[O-].[Na+].[Na+] (Na2CO3), O (Water). The reagents and catalysts are C1=CC=C(C=C1)P([C-]2C=CC=C2)C3=CC=CC=C3.C1=CC=C(C=C1)P([C-]2C=CC=C2)C3=CC=CC=C3.Cl[Pd]Cl.[Fe+2] ([1,1′-bis(diphenylphosphino)ferrocene]dichloropalladium(II)). Solvent: CCOC(=O)C (EtOAc). Conditions: temperature 90 celsius. Yields the product C(C1=CC=CC=C1)OC1=NC=C(C=C1C1=NC(=CC2=C1N(C(=N2)N2[C@H]1[C@H](OCC2)CCC1)C[C@@H]1CC[C@H](CC1)C)Cl)Cl (4-[2-(benzyloxy)-5-chloropyridin-3-yl]-6-chloro-2-[(trans)-hexahydrocyclopenta[b][1,4]oxazin-4(4aH)-yl]-3-[(trans-4-methylcyclohexyl)methyl]-3H-imidazo[4,5-c]pyridine). RXN SMILES: Cl[C:2]1[C:7]2[N:8]([CH2:20][C@H:21]3[CH2:26][CH2:25][C@H:24]([CH3:27])[CH2:23][CH2:22]3)[C:9]([N:11]3[CH2:16][CH2:15][O:14][C@@H:13]4[CH2:17][CH2:18][CH2:19][C@@H:12]34)=[N:10][C:6]=2[CH:5]=[C:4]([Cl:28])[N:3]=1.[CH2:29]([O:36][C:37]1[C:42](B(O)O)=[CH:41][C:40]([Cl:46])=[CH:39][N:38]=1)[C:30]1[CH:35]=[CH:34][CH:33]=[CH:32][CH:31]=1.C([O-])([O-])=O.[Na+].[Na+].O>C1C=CC(P(C2C=CC=CC=2)[C-]2C=CC=C2)=CC=1.C1C=CC(P(C2C=CC=CC=2)[C-]2C=CC=C2)=CC=1.Cl[Pd]Cl.[Fe+2].CCOC(C)=O>[CH2:29]([O:36][C:37]1[C:42]([C:2]2[C:7]3[N:8]([CH2:20][C@H:21]4[CH2:26][CH2:25][C@H:24]([CH3:27])[CH2:23][CH2:22]4)[C:9]([N:11]4[CH2:16][CH2:15][O:14][C@@H:13]5[CH2:17][CH2:18][CH2:19][C@@H:12]45)=[N:10][C:6]=3[CH:5]=[C:4]([Cl:28])[N:3]=2)=[CH:41][C:40]([Cl:46])=[CH:39][N:38]=1)[C:30]1[CH:31]=[CH:32][CH:33]=[CH:34][CH:35]=1 |f:2.3.4,6.7.8.9|. Procedure: 4,6-dichloro-2-[(trans)-hexahydrocyclopenta[b][1,4]oxazin-4(4aH)-yl]-3-[(trans-4-methylcyclohexyl)methyl]-3H-imidazo[4,5-c]pyridine (racemic, 460 mg, 1.08 mmol), (2-(benzyloxy)-5-chloropyridin-3-yl)boronic acid (purchased from Combi-Blocks Inc.; 372 mg, 1.41 mmol) and 2M aqueous Na2CO3 (5 mL, 10 mmol) were added to degassed 1,2-dimethoxyethane (15 mL), followed by the addition of [1,1′-bis(diphenylphosphino)ferrocene]dichloropalladium(II) (159 mg, 0.2 mmol). The reaction was heated at 90° C. for... Reactants: C(#N)N=C(S(=O)(=O)O)NC (cyanoimino-methylaminomethanesulfonic acid), CC1=C(N=CN1)CSCCN (2-(5-methylimidazol-4-ylmethylthio)ethylamine). Run in C(C)O (ethanol). Yields the product C(#N)N=C(NC)NCCSCC=1N=CNC1C (N"-cyano-N-methyl-N'-[2-(5-methylimidazol-4-ylmethylthio)ethyl]guanidine). Yield: 21.4%. RXN SMILES: [C:1]([N:3]=[C:4]([NH:9][CH3:10])S(O)(=O)=O)#[N:2].[CH3:11][C:12]1[NH:16][CH:15]=[N:14][C:13]=1[CH2:17][S:18][CH2:19][CH2:20][NH2:21]>C(O)C>[C:1]([N:3]=[C:4]([NH:21][CH2:20][CH2:19][S:18][CH2:17][C:13]1[N:14]=[CH:15][NH:16][C:12]=1[CH3:11])[NH:9][CH3:10])#[N:2]. Procedure details: A solution of cyanoimino-methylaminomethanesulfonic acid (DBU salt) (0.70 g) and 2-(5-methylimidazol-4-ylmethylthio)ethylamine (0.57 g) in ethanol (14 ml) was heated under reflux for 7 hrs. After removal of the solvent under a reduced pressure, the residue was purified by column chromatography on SiO2 [eluant: CH3CN-CH3OH (4:1)]. After concentration of the eluate under a reduced pressure, the residue was subjected to preparative thin layer chromatography [SiO2, CH3COOCH3 -CH3OH- 28% NH3 (aq) (10... The reactants are [OH-].[Na+] (NaOH), ClC1=CC=C(C=C1)S(=O)(=O)N[C@H](C(=O)NC1=CC=C(C=C1)C(=O)OCC)CN1C=NC=C1 ((S)-2-(4-chlorobenzenesulfonylamino)-N-(4-ethoxycarbonylphenyl)-3-(1H-imidazol-1-yl)propanamide). Run in C(C)O (ethanol). Conditions: time 8 hour. Yields the product Cl.C(=O)(O)C1=CC=C(C=C1)NC([C@H](CN1C=NC=C1)NS(=O)(=O)C1=CC=C(C=C1)Cl)=O ((S)-N-(4-carboxyphenyl)-2-(4-chlorobenzenesulfonylamino)-3-(1H-imidazol-1-yl)propanamide hydrochloride). Isolated yield 137.6%. Reaction SMILES: [OH-].[Na+].[Cl:3][C:4]1[CH:9]=[CH:8][C:7]([S:10]([NH:13][C@@H:14]([CH2:29][N:30]2[CH:34]=[CH:33][N:32]=[CH:31]2)[C:15]([NH:17][C:18]2[CH:23]=[CH:22][C:21]([C:24]([O:26]CC)=[O:25])=[CH:20][CH:19]=2)=[O:16])(=[O:12])=[O:11])=[CH:6][CH:5]=1>C(O)C>[ClH:3].[C:24]([C:21]1[CH:22]=[CH:23][C:18]([NH:17][C:15](=[O:16])[C@@H:14]([NH:13][S:10]([C:7]2[CH:6]=[CH:5][C:4]([Cl:3])=[CH:9][CH:8]=2)(=[O:12])=[O:11])[CH2:29][N:30]2[CH:34]=[CH:33][N:32]=[CH:31]2)=[CH:19][CH:20]=1)([OH:26])=[O:25] |f:0.1,4.5|. Procedure details: 2N NaOH (2.6 ml) was added to solution of (S)-2-(4-chlorobenzenesulfonylamino)-N-(4-ethoxycarbonylphenyl)-3-(1H-imidazol-1-yl)propanamide (120 mg) in ethanol (10 ml) and the whole was stirred at room temperature overnight. The reaction mixture was concentrated under reduced pressure. A small amount of water was added to the residue, and the whole was concentrated under reduced pressure. The above procedure was repeated 3 times to remove ethanol. The residue was dissolved in 1N HCl (20 ml), and d... Reactants: O=C1CC(CC1)C(=O)OC(C)(C)C (tert-butyl 3-oxocyclopentanecarboxylate), COC(OC)OC (trimethylorthoformate), CC=1C=CC(=CC1)S(=O)(=O)O.O (TsOH.H2O), CC=1C=CC(=CC1)S(=O)(=O)O.O (TsOH.H2O). Run in C(Cl)Cl.CO (DCM methanol). Conditions: time 2 hour. The product is COC1(CC(CC1)C(=O)OC(C)(C)C)OC (tert-butyl 3,3-dimethoxycyclopentanecarboxylate). RXN SMILES: O=[C:2]1C[CH2:5][CH:4]([C:7]([O:9][C:10]([CH3:13])([CH3:12])[CH3:11])=[O:8])[CH2:3]1.CO[CH:16]([O:19][CH3:20])[O:17][CH3:18].CC1C=CC(S(O)(=O)=O)=CC=1.O>C(Cl)Cl.CO>[CH3:20][O:19][C:16]1([O:17][CH3:18])[CH2:2][CH2:3][CH:4]([C:7]([O:9][C:10]([CH3:12])([CH3:11])[CH3:13])=[O:8])[CH2:5]1 |f:2.3,4.5|. Reported procedure: To a solution of tert-butyl 3-oxocyclopentanecarboxylate (19.8 g, 107 mmol) in 1:1 DCM/methanol (150 mL) was added trimethylorthoformate (46.8 mL, 428 mmol), followed by TsOH.H2O (˜0.5 g). The reaction mixture was stirred at rt for 2 h. Then more TsOH.H2O (˜0.25 g) was added and the reaction mixture was stirred overnight. The reaction mixture was concentrated at rt and the resulting residue was dissolved in ether and washed with saturated NaHCO3 solution, then with brine. The ethereal layer was ... The product is CN[C@@H](CCC)C(=O)N[C@H]1CC[C@@H]2CN(C[C@@H]21)C2=CC(=CC=C2)OC(F)(F)F (N2-methyl-N-{(3aR,4S,6aS)-2-[3-(trifluoromethoxy)phenyl]octahydrocyclopenta[c]pyrrol-4-yl}-L-norvalinamide). Reported procedure: The title compound was prepared by substituting N-(tert-butoxycarbonyl)-N-methyl-L-norvaline for (S)-2-(tert-butoxycarbonyl(methyl)amino)-4,4-dimethylpentanoic acid and (3aR,4S,6aS)-2-(3-(trifluoromethoxy)phenyl)octahydrocyclopenta[c]pyrrol-4-amine from Example 715 Step 1 for (3aR,4S,6aS)-2-(6-(trifluoromethyl)pyridin-2-yl)octahydrocyclopenta[c]pyrrol-4-amine in the procedure described in Example 587: 1H NMR (400 MHz, pyridine-d5, temperature 90° C.) δ ppm 7.63-7.68 (bs, 1H), 7.18 (t, J=8.4 Hz, ... The reactants are C(C)(C)(C)OC(=O)N([C@H](C(=O)O)CC(C)(C)C)C ((S)-2-(tert-butoxycarbonyl(methyl)amino)-4,4-dimethylpentanoic acid), FC(OC=1C=C(C=CC1)N1C[C@@H]2[C@H](C1)[C@H](CC2)N)(F)F ((3aR,4S,6aS)-2-(3-(Trifluoromethoxy)phenyl)octahydrocyclopenta[c]pyrrol-4-amine), FC(C1=CC=CC(=N1)N1C[C@@H]2[C@H](C1)[C@H](CC2)N)(F)F ((3aR,4S,6aS)-2-(6-(trifluoromethyl)pyridin-2-yl)octahydrocyclopenta[c]pyrrol-4-amine). RXN SMILES: C(O[C:6]([N:8](C)[C@@H:9]([CH2:13][C:14](C)(C)[CH3:15])[C:10](O)=[O:11])=O)(C)(C)C.[F:19][C:20]([F:38])([F:37])[O:21][C:22]1[CH:23]=[C:24]([N:28]2[CH2:32][C@@H:31]3[C@@H:33]([NH2:36])[CH2:34][CH2:35][C@@H:30]3[CH2:29]2)[CH:25]=[CH:26][CH:27]=1.FC(F)(F)C1N=C(N2C[C@@H]3[C@@H](N)CC[C@@H]3C2)C=CC=1>>[CH3:6][NH:8][C@H:9]([C:10]([NH:36][C@@H:33]1[C@@H:31]2[C@@H:30]([CH2:29][N:28]([C:24]3[CH:25]=[CH:26][CH:27]=[C:22]([O:21][C:20]([F:19])([F:37])[F:38])[CH:23]=3)[CH2:32]2)[CH2:35][CH2:34]1)=[O:11])[CH2:13][CH2:14][CH3:15]. Reactants: C(C)N(C(=O)C1=C(C=CC=C1)S(=O)C=1[C@@H]([C@H]2N(C1C(=O)OCC1=CC=C(C=C1)[N+](=O)[O-])C([C@@H]2[C@@H](C)O[Si](C)(C)C(C)(C)C)=O)C)CC (4-nitrobenzyl (1R,5S,6S)-2-(2-diethylcarbamoylphenylsulfinyl)-1-methyl-6-[1(R)-t-butyldimethylsilyloxyethyl]-1-carbapen-2-em-3-carboxylate), C(C)S (ethylmercaptan). The product is [Si](C)(C)(C(C)(C)C)O[C@H](C)[C@@H]1[C@@H]2N(C(=C([C@@H]2C)SCC)C(=O)OCC2=CC=C(C=C2)[N+](=O)[O-])C1=O (4-Nitrobenzyl (1R,5S,6S)-6-[1(R)-t-butyldimethylsilyloxyethyl]-2-ethylthio-1-methyl-1-carbapen-2-em-3-carboxylate). The yield is 83.0%. RXN SMILES: C(N(CC)C([C:6]1C=CC=C[C:7]=1[S:12]([C:14]1[C@H:15]([CH3:45])[C@@H:16]2[C@@H:33]([C@H:34]([O:36][Si:37]([C:40]([CH3:43])([CH3:42])[CH3:41])([CH3:39])[CH3:38])[CH3:35])[C:32](=[O:44])[N:17]2[C:18]=1[C:19]([O:21][CH2:22][C:23]1[CH:28]=[CH:27][C:26]([N+:29]([O-:31])=[O:30])=[CH:25][CH:24]=1)=[O:20])=O)=O)C.C(S)C>>[Si:37]([O:36][C@@H:34]([C@H:33]1[C:32](=[O:44])[N:17]2[C:18]([C:19]([O:21][CH2:22][C:23]3[CH:28]=[CH:27][C:26]([N+:29]([O-:31])=[O:30])=[CH:25][CH:24]=3)=[O:20])=[C:14]([S:12][CH2:7][CH3:6])[C@H:15]([CH3:45])[C@H:16]12)[CH3:35])([C:40]([CH3:42])([CH3:43])[CH3:41])([CH3:39])[CH3:38]. Procedure details: Following a procedure similar to that described in Example 18, but using 4-nitrobenzyl (1R,5S,6S)-2-(2-diethylcarbamoylphenylsulfinyl)-1-methyl-6-[1(R)-t-butyldimethylsilyloxyethyl]-1-carbapen-2-em-3-carboxylate (prepared as described in Example 39) and ethylmercaptan as starting materials, in relative proportions similar to those used in that Example, the title compound was obtained as a crystal in a yield of 83%. Recrystallization of this product from diisopropyl ether afforded the title compo...